Dataset: the Open Reaction Database (ORD), a public repository of structured organic reaction records. Task: describe an organic reaction: reactants, conditions, products, and yield Reagents/catalysts: [Fe] (iron). Starting materials: [N+](=O)([O-])C=1C=CC(=C(C#N)C1)OCC(C)(C)C (5-nitro-2-neopentyloxybenzonitrile), [Cl-].[NH4+] (Ammonium chloride), O (water). The solvent is C(C)O (ethanol). The product is NC=1C=CC(=C(C#N)C1)OCC(C)(C)C (5-Amino-2-neopentyloxybenzonitrile). Procedure: Subsequently, Ammonium chloride (10 g) and iron powder (75 g) were added to a mixed solvent of water (286 ml) and ethanol (753 ml), and the mixture was heated to 65° C. Then, 5-nitro-2-neopentyloxybenzonitrile (80.5 g) was added in parts over 20 min and the mixture was stirred at a refluxing temperature for 30 min. After ice-cooling, the reaction mixture was filtrated and the solvent was evaporated under reduced pressure. To the residue was added aqueous sodium hydroxide solution and the mixture... Isolated yield 99.7%. Reaction SMILES: [Cl-].[NH4+].O.[N+:4]([C:7]1[CH:8]=[CH:9][C:10]([O:15][CH2:16][C:17]([CH3:20])([CH3:19])[CH3:18])=[C:11]([CH:14]=1)[C:12]#[N:13])([O-])=O>[Fe].C(O)C>[NH2:4][C:7]1[CH:8]=[CH:9][C:10]([O:15][CH2:16][C:17]([CH3:20])([CH3:19])[CH3:18])=[C:11]([CH:14]=1)[C:12]#[N:13] |f:0.1|. Reaction conditions: temperature 65 celsius, time 30 minute. Starting materials: [Na+], [Na+], C1CCOC1, O=C(OO)c1cccc(Cl)c1, O=S([O-])([O-])=S, Cc1ccc(-c2ccc3c(c2)C=C(C(=O)Nc2ccc(Cc4ccccn4)cc2)CO3)cc1. The product is Cc1ccc(-c2ccc3c(c2)C=C(C(=O)Nc2ccc(Cc4cccc[n+]4[O-])cc2)CO3)cc1. Reaction SMILES: [Na+:50].[Na+:51].[O:52]1[CH2:53][CH2:54][CH2:55][CH2:56]1.[OH:34][O:35][C:36]([c:37]1[cH:38][c:39]([Cl:40])[cH:41][cH:42][cH:43]1)=[O:44].[S:45]([O-:46])([O-:47])(=[O:48])=[S:49].[n:1]1[c:2]([CH2:7][c:8]2[cH:9][cH:10][c:11]([NH:14][C:15](=[O:16])[C:17]3=[CH:22][c:21]4[c:20]([cH:26][cH:25][c:24](-[c:27]5[cH:28][cH:29][c:30]([CH3:33])[cH:31][cH:32]5)[cH:23]4)[O:19][CH2:18]3)[cH:12][cH:13]2)[cH:3][cH:4][cH:5][cH:6]1>>[n+:1]1([O-:34])[c:2]([CH2:7][c:8]2[cH:9][cH:10][c:11]([NH:14][C:15](=[O:16])[C:17]3=[CH:22][c:21]4[c:20]([cH:26][cH:25][c:24](-[c:27]5[cH:28][cH:29][c:30]([CH3:33])[cH:31][cH:32]5)[cH:23]4)[O:19][CH2:18]3)[cH:12][cH:13]2)[cH:3][cH:4][cH:5][cH:6]1. Reactants: Cc1onc(-c2ccccc2)c1COc1ccc(Br)nn1, CCO, O=C[O-], [NH4+]. Product: Cc1onc(-c2ccccc2)c1COc1cccnn1. As a reaction SMILES: [Br:5][c:6]1[n:7][n:8][c:9]([O:12][CH2:13][c:14]2[c:15](-[c:20]3[cH:21][cH:22][cH:23][cH:24][cH:25]3)[n:16][o:17][c:18]2[CH3:19])[cH:10][cH:11]1.[CH3:26][CH2:27][OH:28].[CH:1]([O-:2])=[O:3].[NH4+:4]>>[cH:6]1[n:7][n:8][c:9]([O:12][CH2:13][c:14]2[c:15](-[c:20]3[cH:21][cH:22][cH:23][cH:24][cH:25]3)[n:16][o:17][c:18]2[CH3:19])[cH:10][cH:11]1.